The task is: describe an organic reaction: reactants, conditions, products, and yield. This data is from the Open Reaction Database (ORD), a public repository of structured organic reaction records. The reactants are NCCC(=O)N (β-Ala-NH2), Thio-Asn, N[C@@H](CCC(O)=O)C(=O)O (Glu), N[C@@H](CC(N)=O)C(=O)N (Asn-NH2), N[C@@H](CC(O)=O)C(=O)O (Asp), N[C@@H](CCC(N)=O)C(=O)O (Gln), N[C@H](CC(N)=O)C(=O)O (D-Asn). Product: N[C@@H](CC(N)=O)C(=O)O (Asn). RXN SMILES: N[C@H](C(O)=O)CC(=O)O.N[C@H](C(O)=O)CCC(=O)N.N[C@H](C(O)=O)CCC(=O)O.NCCC(N)=O.[NH2:36][C@@H:37]([C:42]([OH:44])=[O:43])[CH2:38][C:39](=[O:41])[NH2:40].N[C@H](C(N)=O)CC(=O)N>>[NH2:36][C@H:37]([C:42]([OH:44])=[O:43])[CH2:38][C:39](=[O:41])[NH2:40]. Procedure details: CyanoAla, Thio-Asn, Asp, Gln, Glu, β-Ala-NH2, D-Asn, Asn-NH2 Reactants: N(=NC(=O)N1CCCCC1)C(=O)N1CCCCC1 (1,1′-(Azodicarbonyl)dipiperidine), OC1=CC2=C(CC(CCO2)C(=O)OCC)C=C1 (ethyl 8-hydroxy-2,3,4,5-tetrahydro-1-benzoxepine-4-carboxylate), O(C1=CC=CC=C1)C=1C=C(CO)C=CC1 (3-phenoxybenzyl alcohol), C(CCC)P(CCCC)CCCC (tributylphosphine). Run in C1(=CC=CC=C1)C (toluene), CCCCCC (Hexane). Conditions: time 8 hour. Yields the product O(C1=CC=CC=C1)C=1C=C(COC2=CC3=C(CC(CCO3)C(=O)OCC)C=C2)C=CC1 (ethyl 8-[(3-phenoxybenzyl)oxy]-2,3,4,5-tetrahydro-1-benzoxepine-4-carboxylate). The yield is 59.7%. As a reaction SMILES: [OH:1][C:2]1[CH:17]=[CH:16][C:5]2[CH2:6][CH:7]([C:11]([O:13][CH2:14][CH3:15])=[O:12])[CH2:8][CH2:9][O:10][C:4]=2[CH:3]=1.[O:18]([C:25]1[CH:26]=[C:27]([CH:30]=[CH:31][CH:32]=1)[CH2:28]O)[C:19]1[CH:24]=[CH:23][CH:22]=[CH:21][CH:20]=1.C(P(CCCC)CCCC)CCC.N(C(N1CCCCC1)=O)=NC(N1CCCCC1)=O>C1(C)C=CC=CC=1.CCCCCC>[O:18]([C:25]1[CH:26]=[C:27]([CH:30]=[CH:31][CH:32]=1)[CH2:28][O:1][C:2]1[CH:17]=[CH:16][C:5]2[CH2:6][CH:7]([C:11]([O:13][CH2:14][CH3:15])=[O:12])[CH2:8][CH2:9][O:10][C:4]=2[CH:3]=1)[C:19]1[CH:20]=[CH:21][CH:22]=[CH:23][CH:24]=1. Reported procedure: A solution of ethyl 8-hydroxy-2,3,4,5-tetrahydro-1-benzoxepine-4-carboxylate (0.189 g, 0.800 mmol), 3-phenoxybenzyl alcohol (0.240 g, 1.20 mmol) and tributylphosphine (0.299 mL, 1.20 mmol) in toluene (8 mL) was stirred under ice-cooling. 1,1′-(Azodicarbonyl)dipiperidine (0.279 g, 1.20 mmol) was added by small portions, and the mixture was stirred under nitrogen atmosphere at room temperature for 8 hr. Hexane (4 mL) was added to the reaction mixture, and the precipitated insoluble material was fi... Starting materials: ClC1=CC2=C(N(C(CNC2=O)=O)CC2=CC=C(C=C2)OC)C=C1 (7-Chloro-1-(4-methoxybenzyl)-3,4-dihydro-1H-benzo[e][1,4]diazepine-2,5-dione), O=P(Cl)(Cl)Cl (POCl3). Solvent: C1(=CC=CC=C1)C (toluene). Run at time 3 minute. Product: Cl/C=1/C2=C(N(C(C\N1)=O)CC1=CC=C(C=C1)OC)C=CC(=C2)Cl ((E)-5,7-Dichloro-1-(4-methoxybenzyl)-1H-benzo[e][1,4]diazepin-2(3H)-one). Yield: 120.0%. RXN SMILES: [Cl:1][C:2]1[CH:23]=[CH:22][C:5]2[N:6]([CH2:13][C:14]3[CH:19]=[CH:18][C:17]([O:20][CH3:21])=[CH:16][CH:15]=3)[C:7](=[O:12])[CH2:8][NH:9][C:10](=O)[C:4]=2[CH:3]=1.O=P(Cl)(Cl)[Cl:26]>C1(C)C=CC=CC=1>[Cl:26][C:10]1[C:4]2[CH:3]=[C:2]([Cl:1])[CH:23]=[CH:22][C:5]=2[N:6]([CH2:13][C:14]2[CH:19]=[CH:18][C:17]([O:20][CH3:21])=[CH:16][CH:15]=2)[C:7](=[O:12])[CH2:8][N:9]=1. Procedure: In a 1 L 3-neck RBF equipped with magnetic stir bar, condenser and N2 inlet, C2 (45 g, 0.136 mol) was suspended in 400 mL of toluene. To this was added N,N-dimethylanaline (33 g, 0.272 mol) followed by the addition of POCl3 (23 g) and the reaction stirred for 3 min (RT). Reaction flask was placed into a 90° C. oil bath and the reaction mixture was heated for 5 h and then cooled. The reaction was quenched by adding 450 mL of ice water and stirred for 15 min. Organic layer was separated and quickl... RXN SMILES: [CH2:1]([O:3][C:4]1[CH:12]=[CH:11][CH:10]=[CH:9][C:5]=1[C:6]([OH:8])=[O:7])[CH3:2].S(Cl)(Cl)=O.[Cl:17][S:18](O)(=[O:20])=[O:19]>O>[Cl:17][S:18]([C:10]1[CH:11]=[CH:12][C:4]([O:3][CH2:1][CH3:2])=[C:5]([CH:9]=1)[C:6]([OH:8])=[O:7])(=[O:20])=[O:19]. Run at time 18 hour. Run in O (water). Isolated yield 90.9%. Procedure: Molten 2-ethoxybenzoic acid (25.0 g, 0.150 mol) was added to a stirred, ice-cooled mixture of thionyl chloride (11 ml, 0.151 mol) and chlorosulphonic acid (41.3 ml, 0.621 mol), whilst maintaining the temperature of the reaction mixture below 25° C. The resulting mixture was stirred at room temperature for 18 hours and then poured into a stirred mixture of ice (270 g) and water (60 ml) to give an off-white precipitate. Stirring was continued for 1 hour, then the product was collected by filtratio... Reactants: C(C)OC1=C(C(=O)O)C=CC=C1 (2-ethoxybenzoic acid), S(=O)(Cl)Cl (thionyl chloride), ClS(=O)(=O)O (chlorosulphonic acid), ice. Yields the product ClS(=O)(=O)C=1C=CC(=C(C(=O)O)C1)OCC (5-Chlorosulphonyl-2-ethoxybenzoic acid). Reactants: CCOC(=O)Cn1ncc2c1CCCC2NS(=O)(=O)c1cc(C#C[Si](C)(C)C)cc(C(F)(F)F)c1, CN(C)C=O, [F-], [K+], O. The product is C#Cc1cc(C(F)(F)F)cc(S(=O)(=O)NC2CCCc3c2cnn3CC(=O)OCC)c1. RXN SMILES: [CH2:1]([CH3:2])[O:3][C:4]([CH2:5][n:6]1[n:7][cH:8][c:9]2[c:14]1[CH2:13][CH2:12][CH2:11][CH:10]2[NH:15][S:16](=[O:17])(=[O:18])[c:19]1[cH:20][c:21]([C:31]([F:32])([F:33])[F:34])[cH:22][c:23]([C:25]#[C:26][Si:27]([CH3:28])([CH3:29])[CH3:30])[cH:24]1)=[O:35].[CH3:38][N:39]([CH3:40])[CH:41]=[O:42].[F-:36].[K+:37].[OH2:43]>>[CH2:1]([CH3:2])[O:3][C:4]([CH2:5][n:6]1[n:7][cH:8][c:9]2[c:14]1[CH2:13][CH2:12][CH2:11][CH:10]2[NH:15][S:16](=[O:17])(=[O:18])[c:19]1[cH:20][c:21]([C:31]([F:32])([F:33])[F:34])[cH:22][c:23]([C:25]#[CH:26])[cH:24]1)=[O:35]. Reactants: C(C1=CC=CC=C1)N1CCC(CC1)(CCO[Si](C1=CC=CC=C1)(C1=CC=CC=C1)C(C)(C)C)CC=O ([1-Benzyl-4-[2-(tert-butyldiphenylsiloxy)ethyl]piperidin-4-yl]acetaldehyde), C([O-])(O)=O.[Na+] (sodium bicarbonate), C1(=CC=C(C=C1)NC1CCNCC1)C (4-(p-Toluidino)piperidine), C(C)(=O)O[BH-](OC(C)=O)OC(C)=O.[Na+] (sodium triacetoxyborohydride). Solvent: ClCCCl (1,2-dichloroethane), C(C)N(CC)CC (triethylamine), ClCCCl (1,2-dichloroethane). Reaction conditions: time 25 minute. The product is C(C1=CC=CC=C1)N1CCC(CC1)(CCO[Si](C1=CC=CC=C1)(C1=CC=CC=C1)C(C)(C)C)CCC1(CC=C(C=C1)NN1CCCCC1)C (1-[2-[1-Benzyl-4-[2-(tert-butyldiphenylsiloxy)ethyl]piperidin-4-yl]ethyl]-4-toluidinopiperidine). Isolated yield 85.7%. As a reaction SMILES: [C:1]1([CH3:14])[CH:6]=[CH:5][C:4]([NH:7]C2CCNCC2)=[CH:3][CH:2]=1.[CH2:15]([N:22]1[CH2:27][CH2:26][C:25]([CH2:48][CH:49]=O)([CH2:28][CH2:29][O:30][Si:31]([C:44]([CH3:47])([CH3:46])[CH3:45])([C:38]2[CH:43]=[CH:42][CH:41]=[CH:40][CH:39]=2)[C:32]2[CH:37]=[CH:36][CH:35]=[CH:34][CH:33]=2)[CH2:24][CH2:23]1)[C:16]1[CH:21]=[CH:20][CH:19]=[CH:18][CH:17]=1.C(O[BH-](O[C:61](=O)[CH3:62])OC(=O)C)(=O)C.[Na+].C(=O)(O)[O-].[Na+]>ClCCCl.C(N(CC)CC)C>[CH2:15]([N:22]1[CH2:23][CH2:24][C:25]([CH2:48][CH2:49][C:1]2([CH3:14])[CH:2]=[CH:3][C:4]([NH:7][N:7]3[CH2:62][CH2:61][CH2:2][CH2:3][CH2:4]3)=[CH:5][CH2:6]2)([CH2:28][CH2:29][O:30][Si:31]([C:44]([CH3:47])([CH3:46])[CH3:45])([C:32]2[CH:33]=[CH:34][CH:35]=[CH:36][CH:37]=2)[C:38]2[CH:39]=[CH:40][CH:41]=[CH:42][CH:43]=2)[CH2:26][CH2:27]1)[C:16]1[CH:17]=[CH:18][CH:19]=[CH:20][CH:21]=1 |f:2.3,4.5|. Procedure: To a suspension of 4-(p-toluidino)piperidine ditrifluoroacetate (synthesized in Preparation Example 4-5) (0.63 g) in 1,2-dichloroethane (3 mL) was added triethylamine (0.42 mL). The suspension was stirred at room temperature for 25 minutes. Then, to the suspension was added [1-benzyl-4-[2-(tert-butyldiphenylsiloxy)ethyl]piperidin-4-yl]acetaldehyde (synthesized in Example 85) (0.75 g) in 1,2-dichloroethane (1.5 mL), and it was stirred at room temperature for additional 5 minutes. The reaction sol... Run in C(Cl)(Cl)Cl (chloroform), ClCCl (dichloromethane). Reaction SMILES: O[C@@:2]12[C@@H:19]3[C@H:10]([C@H:11]4[C@@:15]([CH2:17][CH2:18]3)([CH3:16])[C:14](=[O:20])[CH2:13][CH2:12]4)[C@H:9](C)[CH2:8][C:7]1=[CH:6][C:5](=[O:22])[CH2:4][CH2:3]2.S(=O)(=O)(O)O.P(=O)(O)(O)O.O>ClCCl.C(Cl)(Cl)Cl>[CH3:16][C@:15]12[CH2:17][CH2:18][C:19]3[C@@H:10]([CH2:9][CH2:8][C:7]4[C:2]=3[CH2:3][CH2:4][C:5](=[O:22])[CH:6]=4)[C@@H:11]1[CH2:12][CH2:13][C:14]2=[O:20]. Run at temperature -20 celsius, time 90 minute. Reported procedure: A mixture of the products (III) and (IV) from example 18 (210.3 Mmoles) was slurried in 130 ml of dichloromethane and added over 30 minutes to a mixture of 103 ml of 96% sulfuric acid and 1.7 ml of 85% phosphoric acid which had been precooled to 2° C. The reaction was complete 90 minutes after the addition was finished. The mixture was added to 200 grams of ice and 100 ml of water; this was extracted with several portions of dichloromethane. The organic phase was concentrated to about 100 ml and... Reactants: ice, O (water), O[C@]12CCC(C=C1C[C@H]([C@H]1[C@@H]3CCC([C@@]3(C)CC[C@H]21)=O)C)=O (10-hydroxy-7α-methyl-estra-4-ene-3,17-dione), ( IV ), S(O)(O)(=O)=O (sulfuric acid), P(O)(O)(O)=O (phosphoric acid). Product: C[C@@]12C(CC[C@H]1[C@@H]1CCC3=CC(CCC3=C1CC2)=O)=O (estra-4,9(10)-diene-3,17-dione). The reactants are CC(=O)OC(C)(C)C, CCOC(=O)CC(O)CCl, CCCCCC, CC(C)[N-]C(C)C, [Cl-], [Cl-], [H-], [Li+], [Mg+2], [Na+], C1CCOC1. Yields the product CC(C)(C)OC(=O)CC(=O)CC(O)CCl. As a reaction SMILES: [C:6]([CH3:7])(=[O:8])[O:9][C:10]([CH3:11])([CH3:12])[CH3:13].[CH2:14]([O:16][C:17](=[O:15])[CH2:18][CH:19]([CH2:20][Cl:21])[OH:22])[CH3:23].[CH3:32][CH2:33][CH2:34][CH2:35][CH2:36][CH3:37].[CH:24]([N-:25][CH:26]([CH3:27])[CH3:28])([CH3:29])[CH3:30].[Cl-:3].[Cl-:5].[H-:1].[Li+:31].[Mg+2:4].[Na+:2].[O:38]1[CH2:39][CH2:40][CH2:41][CH2:42]1>>[C:6]([CH2:7][C:17](=[O:16])[CH2:18][CH:19]([CH2:20][Cl:21])[OH:22])(=[O:8])[O:9][C:10]([CH3:11])([CH3:12])[CH3:13].